Dataset: the Open Reaction Database (ORD), a public repository of structured organic reaction records. Task: describe an organic reaction: reactants, conditions, products, and yield Procedure details: DAF-2 obtained in Example 4 was dissolved in acetonitrile containing cesium carbonate, and the solution was added with 1 equivalent of acetic anhydride and stirred at room temperature for one hour. After evaporating the solvent under reduced pressure, the residue was purified by silica gel column chromatography to obtain DAF-2 DA. RXN SMILES: [CH:1]1[C:6]([OH:7])=[CH:5][C:4]2[O:8][C:9]3[CH:26]=[C:25]([OH:27])[CH:24]=[CH:23][C:10]=3[C:11]3([O:20][C:18](=[O:19])[C:17]4[C:12]3=[CH:13][C:14]([NH2:22])=[C:15]([NH2:21])[CH:16]=4)[C:3]=2[CH:2]=1.[C:28](=[O:31])([O-])[O-].[Cs+].[Cs+].[C:34](OC(=O)C)(=[O:36])[CH3:35].[C:41](#N)C>>[CH3:35][C:34]([O:7][C:6]1[CH:1]=[CH:2][C:3]2[C:11]3([O:20][C:18](=[O:19])[C:17]4[C:12]3=[CH:13][C:14]([NH2:22])=[C:15]([NH2:21])[CH:16]=4)[C:10]3[CH:23]=[CH:24][C:25]([O:27][C:28]([CH3:41])=[O:31])=[CH:26][C:9]=3[O:8][C:4]=2[CH:5]=1)=[O:36] |f:1.2.3|. Reactants: C([O-])([O-])=O.[Cs+].[Cs+] (cesium carbonate), C1=CC2=C(C=C1O)OC3=C(C24C5=CC(=C(C=C5C(=O)O4)N)N)C=CC(=C3)O (DAF-2), C(C)#N (acetonitrile), C(C)(=O)OC(C)=O (acetic anhydride). Run at time 1 hour. Yields the product CC(=O)OC1=CC2=C(C=C1)C3(C4=C(O2)C=C(C=C4)OC(=O)C)C5=CC(=C(C=C5C(=O)O3)N)N (DAF-2 DA). Starting materials: CON=C(C)c1cc2c(C(=O)OC(C)(C)C)ccc(OC)c2o1, ClCCl, O=C(O)C(F)(F)F. Yields the product CON=C(C)c1cc2c(C(=O)O)ccc(OC)c2o1. RXN SMILES: [CH3:1][O:2][N:3]=[C:4]([CH3:5])[c:6]1[o:7][c:8]2[c:9]([cH:10]1)[c:11]([C:17](=[O:18])[O:19][C:20]([CH3:21])([CH3:22])[CH3:23])[cH:12][cH:13][c:14]2[O:15][CH3:16].[Cl:31][CH2:32][Cl:33].[OH:24][C:25]([C:26]([F:27])([F:28])[F:29])=[O:30]>>[CH3:1][O:2][N:3]=[C:4]([CH3:5])[c:6]1[o:7][c:8]2[c:9]([cH:10]1)[c:11]([C:17](=[O:18])[OH:19])[cH:12][cH:13][c:14]2[O:15][CH3:16].